Dataset: the Open Reaction Database (ORD), a public repository of structured organic reaction records. Task: describe an organic reaction: reactants, conditions, products, and yield The reactants are CSSC (Methyl disulfide), C(CCC)[Li] (n-butyllithium), CCCCCC (hexane), BrC1=CC(=CC=2OC3=C(C21)C=CC=C3)Br (1,3-Dibromodibenzofuran). The solvent is C1CCOC1 (THF), C(C)(=O)OCC (ethyl acetate). Conditions: temperature -50 celsius, time 20 minute. Product: BrC=1C=C(C2=C(OC3=C2C=CC=C3)C1)SC (3-Bromo-1-methylthio-dibenzofuran). Yield: 87.3%. Reaction SMILES: Br[C:2]1[C:10]2[C:9]3[CH:11]=[CH:12][CH:13]=[CH:14][C:8]=3[O:7][C:6]=2[CH:5]=[C:4]([Br:15])[CH:3]=1.C([Li])CCC.CCCCCC.[CH3:27][S:28]SC>C1COCC1.C(OCC)(=O)C>[Br:15][C:4]1[CH:3]=[C:2]([S:28][CH3:27])[C:10]2[C:9]3[CH:11]=[CH:12][CH:13]=[CH:14][C:8]=3[O:7][C:6]=2[CH:5]=1. Reported procedure: A solution of 1,3-dibromodibenzofuran 18 (0.500 g, 1.54 mmol) in THF (53 ml) was cooled to -70° C. and a solution of n-butyllithium in hexane (2.2M, 0.84 ml, 1.8 mmol) was added dropwise. The resulting red solution was allowed to warm to -50° C. over 30 minutes. Methyl disulfide (0.162 ml, 1.84 mmol) was added and the solution was allowed to warm to -10° C. After stirring for 20 minutes, the solution was poured into ethyl acetate and washed successively with 1N NaOH, H2O, and brine. Drying over ... Starting materials: COC(=O)Oc1cc([N+](=O)[O-])c(F)cc1C1(C)CCCCC1, CCOC(C)=O, CO, O=C[O-], [NH4+]. Product: COC(=O)Oc1cc(N)c(F)cc1C1(C)CCCCC1. As a reaction SMILES: [C:1]([O:2][c:3]1[c:4]([C:13]2([CH3:19])[CH2:14][CH2:15][CH2:16][CH2:17][CH2:18]2)[cH:5][c:6]([F:12])[c:7]([N+:9]([O-:10])=[O:11])[cH:8]1)([O:20][CH3:21])=[O:22].[CH3:27][CH2:28][O:29][C:30](=[O:31])[CH3:32].[CH3:33][OH:34].[CH:23]([O-:24])=[O:25].[NH4+:26]>>[C:1]([O:2][c:3]1[c:4]([C:13]2([CH3:19])[CH2:14][CH2:15][CH2:16][CH2:17][CH2:18]2)[cH:5][c:6]([F:12])[c:7]([NH2:9])[cH:8]1)([O:20][CH3:21])=[O:22]. Reactants: N1=CC=CC2=CC=C3C=CC=NC3=C12 (1,10-phenanthroline), C([O-])([O-])=O.[Cs+].[Cs+] (caesium carbonate), IC1=CC=C(C=C1)N1N=CC=C1 (1-(4-Iodo-phenyl)-1H-pyrazole), C(C)(C)(C)OC(=O)NN (hydrazine carboxylic acid tert-butyl ester). Reagents/catalysts: [Cu](I)I (Copper iodide). Run in CN(C)C=O (DMF). Run at temperature 80 celsius, time 21 hour. Product: C(C)(C)(C)OC(=O)N(N)C1=CC=C(C=C1)N1N=CC=C1 (N-(4-Pyrazol-1-yl-phenyl)-hydrazinecarboxylic acid tert-butyl ester). Yield: 82.8%. As a reaction SMILES: N1C2C(=CC=C3C=2N=CC=C3)C=CC=1.C(=O)([O-])[O-].[Cs+].[Cs+].I[C:22]1[CH:27]=[CH:26][C:25]([N:28]2[CH:32]=[CH:31][CH:30]=[N:29]2)=[CH:24][CH:23]=1.[C:33]([O:37][C:38]([NH:40][NH2:41])=[O:39])([CH3:36])([CH3:35])[CH3:34]>[Cu](I)I.CN(C=O)C>[C:33]([O:37][C:38]([N:40]([C:22]1[CH:27]=[CH:26][C:25]([N:28]2[CH:32]=[CH:31][CH:30]=[N:29]2)=[CH:24][CH:23]=1)[NH2:41])=[O:39])([CH3:36])([CH3:35])[CH3:34] |f:1.2.3|. Procedure details: Copper iodide (18 mg, 0.05 eq, 0.09 mmol), 1,10-phenanthroline (67 mg, 0.2 eq, 0.37 mmol) and caesium carbonate (0.84 g, 1.4 eq, 2.6 mmol) were mixed in a RB flask, placed under vacuum and purged with N2 (g). 1-(4-Iodo-phenyl)-1H-pyrazole (0.5 g, 1.0 eq, 1.85 mmol), hydrazine carboxylic acid tert-butyl ester (0.3 g, 1.2 eq, 2.22 mmol) and DMF (25 ml) were added to the mixture which was then heated to 80° C. with stirring under an inert atmosphere for 21 hours. The reaction mixture was allowed to... Reactants: [Cl-], [Cl-], [Cl-], [Na+], C1CCOC1, [OH-], O, O=C(NC1CN(O)C1=O)OCc1ccccc1, [Ti+3]. The product is O=C(NC1CNC1=O)OCc1ccccc1. As a reaction SMILES: [Cl-:26].[Cl-:27].[Cl-:28].[Na+:20].[O:21]1[CH2:22][CH2:23][CH2:24][CH2:25]1.[OH-:19].[OH2:18].[OH:1][N:2]1[C:3](=[O:17])[CH:4]([NH:6][C:7](=[O:8])[O:9][CH2:10][c:11]2[cH:12][cH:13][cH:14][cH:15][cH:16]2)[CH2:5]1.[Ti+3:29]>>[NH:2]1[C:3](=[O:17])[CH:4]([NH:6][C:7](=[O:8])[O:9][CH2:10][c:11]2[cH:12][cH:13][cH:14][cH:15][cH:16]2)[CH2:5]1. Product: Cc1ccc(C#CCOCCN(CCOCc2ccc(-c3nc4ccccc4o3)cc2)C(c2ccccc2)(c2ccccc2)c2ccccc2)cc1. The reactants are C#CCOCCN(CCOCc1ccc(-c2nc3ccccc3o2)cc1)C(c1ccccc1)(c1ccccc1)c1ccccc1, [Cu]I, Cc1ccc(I)cc1, Cl[Pd]Cl, c1ccc(P(c2ccccc2)c2ccccc2)cc1, c1ccc(P(c2ccccc2)c2ccccc2)cc1. RXN SMILES: [C:1]([c:2]1[cH:3][cH:4][cH:5][cH:6][cH:7]1)([c:8]1[cH:9][cH:10][cH:11][cH:12][cH:13]1)([c:14]1[cH:15][cH:16][cH:17][cH:18][cH:19]1)[N:20]([CH2:21][CH2:22][O:23][CH2:24][C:25]#[CH:26])[CH2:27][CH2:28][O:29][CH2:30][c:31]1[cH:32][cH:33][c:34](-[c:37]2[o:38][c:39]3[c:40]([n:41]2)[cH:42][cH:43][cH:44][cH:45]3)[cH:35][cH:36]1.[Cu:54][I:55].[I:46][c:47]1[cH:48][cH:49][c:50]([CH3:53])[cH:51][cH:52]1.[Pd:56]([Cl:57])[Cl:58].[c:59]1([P:60]([c:61]2[cH:62][cH:63][cH:64][cH:65][cH:66]2)[c:67]2[cH:68][cH:69][cH:70][cH:71][cH:72]2)[cH:73][cH:74][cH:75][cH:76][cH:77]1.[c:78]1([P:79]([c:80]2[cH:81][cH:82][cH:83][cH:84][cH:85]2)[c:86]2[cH:87][cH:88][cH:89][cH:90][cH:91]2)[cH:92][cH:93][cH:94][cH:95][cH:96]1>>[C:1]([c:2]1[cH:3][cH:4][cH:5][cH:6][cH:7]1)([c:8]1[cH:9][cH:10][cH:11][cH:12][cH:13]1)([c:14]1[cH:15][cH:16][cH:17][cH:18][cH:19]1)[N:20]([CH2:21][CH2:22][O:23][CH2:24][C:25]#[C:26][c:47]1[cH:48][cH:49][c:50]([CH3:53])[cH:51][cH:52]1)[CH2:27][CH2:28][O:29][CH2:30][c:31]1[cH:32][cH:33][c:34](-[c:37]2[o:38][c:39]3[c:40]([n:41]2)[cH:42][cH:43][cH:44][cH:45]3)[cH:35][cH:36]1. The reactants are CCCCCC, CCOC(C)=O, CCN(C(C)C)C(C)C, CC(Nc1nccc(-c2cc(Cl)nnc2-c2cccc(C(F)(F)F)c2)n1)c1ccccc1, Sc1ccccc1. Product: CC(Nc1nccc(-c2cc(Sc3ccccc3)nnc2-c2cccc(C(F)(F)F)c2)n1)c1ccccc1. Reaction SMILES: [CH3:49][CH2:50][CH2:51][CH2:52][CH2:53][CH3:54].[CH3:55][CH2:56][O:57][C:58](=[O:59])[CH3:60].[CH:40]([N:41]([CH:42]([CH3:43])[CH3:44])[CH2:45][CH3:46])([CH3:47])[CH3:48].[Cl:1][c:2]1[cH:3][c:4](-[c:18]2[n:19][c:20]([NH:24][CH:25]([CH3:26])[c:27]3[cH:28][cH:29][cH:30][cH:31][cH:32]3)[n:21][cH:22][cH:23]2)[c:5](-[c:8]2[cH:9][c:10]([C:14]([F:15])([F:16])[F:17])[cH:11][cH:12][cH:13]2)[n:6][n:7]1.[SH:33][c:34]1[cH:35][cH:36][cH:37][cH:38][cH:39]1>>[c:2]1([S:33][c:34]2[cH:35][cH:36][cH:37][cH:38][cH:39]2)[cH:3][c:4](-[c:18]2[n:19][c:20]([NH:24][CH:25]([CH3:26])[c:27]3[cH:28][cH:29][cH:30][cH:31][cH:32]3)[n:21][cH:22][cH:23]2)[c:5](-[c:8]2[cH:9][c:10]([C:14]([F:15])([F:16])[F:17])[cH:11][cH:12][cH:13]2)[n:6][n:7]1. Reactants: [Al+3], O=C([O-])C(O)C(O)C(=O)[O-], C1CCOC1, CO, CCOC(C)=O, Cc1ccc(C2(F)CC2(Cl)Cl)cc1, [H-], [H-], [H-], [H-], [K+], [Li+], [Na+]. The product is Cc1ccc(C2(F)CC2)cc1. Reaction SMILES: [Al+3:15].[C:20]([CH:21]([CH:22]([C:23]([O-:24])=[O:25])[OH:26])[OH:27])([O-:28])=[O:29].[CH2:34]1[O:35][CH2:36][CH2:37][CH2:38]1.[CH3:32][OH:33].[CH3:39][CH2:40][O:41][C:42](=[O:43])[CH3:44].[Cl:1][C:2]1([Cl:13])[C:3]([F:5])([c:6]2[cH:7][cH:8][c:9]([CH3:12])[cH:10][cH:11]2)[CH2:4]1.[H-:14].[H-:17].[H-:18].[H-:19].[K+:31].[Li+:16].[Na+:30]>>[CH2:2]1[C:3]([F:5])([c:6]2[cH:7][cH:8][c:9]([CH3:12])[cH:10][cH:11]2)[CH2:4]1.